From a dataset of the Open Reaction Database (ORD), a public repository of structured organic reaction records. describe an organic reaction: reactants, conditions, products, and yield The reactants are NC=1C=CC(=C(C(=O)OC)C1)O (methyl 5-amino-2-hydroxybenzoate), C(CCC\C=C/C\C=C/C\C=C/C\C=C/CCCCC)(=O)O (arachidonic acid), CCN=C=NCCCN(C)C.Cl (EDCl), CN(C)C1=NC=CC=C1 (dimethylaminopyridine). Solvent: ClCCl (dichloromethane). Reaction conditions: time 2 hour. Product: OC1=C(C(=O)OC)C=C(C=C1)NC(CCC\C=C/C\C=C/C\C=C/C\C=C/CCCCC)=O (methyl 2-hydroxy-5-(5Z,8Z,11Z,14Z)-icosa-5,8,11,14-tetraenamidobenzoate). The yield is 82.7%. Reaction SMILES: [NH2:1][C:2]1[CH:3]=[CH:4][C:5]([OH:12])=[C:6]([CH:11]=1)[C:7]([O:9][CH3:10])=[O:8].[C:13](O)(=[O:33])[CH2:14][CH2:15][CH2:16]/[CH:17]=[CH:18]\[CH2:19]/[CH:20]=[CH:21]\[CH2:22]/[CH:23]=[CH:24]\[CH2:25]/[CH:26]=[CH:27]\[CH2:28][CH2:29][CH2:30][CH2:31][CH3:32].CCN=C=NCCCN(C)C.Cl.CN(C1C=CC=CN=1)C>ClCCl>[OH:12][C:5]1[CH:4]=[CH:3][C:2]([NH:1][C:13](=[O:33])[CH2:14][CH2:15][CH2:16]/[CH:17]=[CH:18]\[CH2:19]/[CH:20]=[CH:21]\[CH2:22]/[CH:23]=[CH:24]\[CH2:25]/[CH:26]=[CH:27]\[CH2:28][CH2:29][CH2:30][CH2:31][CH3:32])=[CH:11][C:6]=1[C:7]([O:9][CH3:10])=[O:8] |f:2.3|. Procedure: To a solution of methyl 5-amino-2-hydroxybenzoate (0.27 g, 1.6 mmol) in dichloromethane (10 mL) was added arachidonic acid (0.5 g, 1.6 mmol), EDCl (0.32 g, 1.7 mmol) and dimethylaminopyridine (0.020 g, 0.2 mmol). The reaction was stirred (RT, 2 h), and then partitioned between CH2Cl2 and brine. The aqueous layer was extracted with CH2Cl2, and the combined organic layers were washed with 1 N HCl, water, saturated aqueous NaHCO3 and water, and then dried over MgSO4. The crude product was purified ...